This data is from the Open Reaction Database (ORD), a public repository of structured organic reaction records. The task is: describe an organic reaction: reactants, conditions, products, and yield The reactants are CCOC(=O)COc1ccc(Sc2cc(O)cc(C#CCN3CCOCC3)c2)cc1C, CCCCP(CCCC)CCCC, C1CCOC1, OCC1CCCCC1, O=C(N=NC(=O)N1CCCCC1)N1CCCCC1. The product is CCOC(=O)COc1ccc(Sc2cc(C#CCN3CCOCC3)cc(OCC3CCCCC3)c2)cc1C. As a reaction SMILES: [CH2:1]([CH3:2])[O:3][C:4]([CH2:5][O:6][c:7]1[c:8]([CH3:30])[cH:9][c:10]([S:13][c:14]2[cH:15][c:16]([OH:29])[cH:17][c:18]([C:20]#[C:21][CH2:22][N:23]3[CH2:24][CH2:25][O:26][CH2:27][CH2:28]3)[cH:19]2)[cH:11][cH:12]1)=[O:31].[CH2:40]([P:41]([CH2:42][CH2:43][CH2:44][CH3:45])[CH2:46][CH2:47][CH2:48][CH3:49])[CH2:50][CH2:51][CH3:52].[CH2:71]1[O:72][CH2:73][CH2:74][CH2:75]1.[CH:32]1([CH2:38][OH:39])[CH2:33][CH2:34][CH2:35][CH2:36][CH2:37]1.[N:53]([C:54]([N:55]1[CH2:56][CH2:57][CH2:58][CH2:59][CH2:60]1)=[O:61])=[N:62][C:63]([N:64]1[CH2:65][CH2:66][CH2:67][CH2:68][CH2:69]1)=[O:70]>>[CH2:1]([CH3:2])[O:3][C:4]([CH2:5][O:6][c:7]1[c:8]([CH3:30])[cH:9][c:10]([S:13][c:14]2[cH:15][c:16]([O:29][CH2:38][CH:32]3[CH2:33][CH2:34][CH2:35][CH2:36][CH2:37]3)[cH:17][c:18]([C:20]#[C:21][CH2:22][N:23]3[CH2:24][CH2:25][O:26][CH2:27][CH2:28]3)[cH:19]2)[cH:11][cH:12]1)=[O:31]. Starting materials: C(C)OC=C1N=C(OC1=O)C1=CC=CC2=CC=CC=C12 (4-ethoxymethylene-2-naphthalen-1-yl-4H-oxazol-5-one), C(C)(C)(C)OC(NC1CCNCC1)=O (piperidin-4-yl-carbamic acid tert-butyl ester). Solvent: O1CCCC1 (tetrahydrofuran). Reaction conditions: time 24 hour. Yields the product C(C)(C)(C)OC(NC1CCN(CC1)C=C1N=C(OC1=O)C1=CC=CC2=CC=CC=C12)=O ([1-(2-naphthalen-1-yl-5-oxo-oxazol-4-ylidenemethyl)-piperidin-4-yl]-carbamic acid tert-butyl ester). Reaction SMILES: C(O[CH:4]=[C:5]1[C:9](=[O:10])[O:8][C:7]([C:11]2[C:20]3[C:15](=[CH:16][CH:17]=[CH:18][CH:19]=3)[CH:14]=[CH:13][CH:12]=2)=[N:6]1)C.[C:21]([O:25][C:26](=[O:34])[NH:27][CH:28]1[CH2:33][CH2:32][NH:31][CH2:30][CH2:29]1)([CH3:24])([CH3:23])[CH3:22]>O1CCCC1>[C:21]([O:25][C:26](=[O:34])[NH:27][CH:28]1[CH2:33][CH2:32][N:31]([CH:4]=[C:5]2[C:9](=[O:10])[O:8][C:7]([C:11]3[C:20]4[C:15](=[CH:16][CH:17]=[CH:18][CH:19]=4)[CH:14]=[CH:13][CH:12]=3)=[N:6]2)[CH2:30][CH2:29]1)([CH3:24])([CH3:22])[CH3:23]. Procedure details: To a solution of 4-ethoxymethylene-2-naphthalen-1-yl-4H-oxazol-5-one (6.30 g, 23.7 mmol) in tetrahydrofuran, piperidin-4-yl-carbamic acid tert-butyl ester (4.70 g, 23.7 mmol) was added, and the mixture was stirred at room temperature for 24 h. The reaction mixture was concentrated under reduced pressure to yield [1-(2-naphthalen-1-yl-5-oxo-oxazol-4-ylidenemethyl)-piperidin-4-yl]-carbamic acid tert-butyl ester. Starting materials: Cc1cccc(N=C=O)c1, CCOC(=O)C1(N)N=C(c2ccc(Cl)cc2)c2ccccc2-n2c(C)nnc21, C1CCOC1, O. Yields the product CCOC(=O)C1(NC(=O)Nc2cccc(C)c2)N=C(c2ccc(Cl)cc2)c2ccccc2-n2c(C)nnc21. RXN SMILES: [CH3:29][c:30]1[cH:31][c:32]([N:36]=[C:37]=[O:38])[cH:33][cH:34][cH:35]1.[NH2:1][C:2]1([C:24](=[O:25])[O:26][CH2:27][CH3:28])[c:3]2[n:4]([c:20]([CH3:23])[n:21][n:22]2)-[c:5]2[c:6]([cH:16][cH:17][cH:18][cH:19]2)[C:7]([c:9]2[cH:10][cH:11][c:12]([Cl:15])[cH:13][cH:14]2)=[N:8]1.[O:40]1[CH2:41][CH2:42][CH2:43][CH2:44]1.[OH2:39]>>[NH:1]([C:2]1([C:24](=[O:25])[O:26][CH2:27][CH3:28])[c:3]2[n:4]([c:20]([CH3:23])[n:21][n:22]2)-[c:5]2[c:6]([cH:16][cH:17][cH:18][cH:19]2)[C:7]([c:9]2[cH:10][cH:11][c:12]([Cl:15])[cH:13][cH:14]2)=[N:8]1)[C:37]([NH:36][c:32]1[cH:31][c:30]([CH3:29])[cH:35][cH:34][cH:33]1)=[O:38].